describe an organic reaction: reactants, conditions, products, and yield From a dataset of the Open Reaction Database (ORD), a public repository of structured organic reaction records. Reactants: CCOC(=O)c1cccc2nc(SCC)n(Cc3ccc(-c4ccccc4-c4nnn[nH]4)cc3)c12, CO, [Na+], [OH-]. The product is CCSc1nc2cccc(C(=O)O)c2n1Cc1ccc(-c2ccccc2-c2nnn[nH]2)cc1. RXN SMILES: [CH2:1]([CH3:2])[S:3][c:4]1[n:5][c:6]2[c:7]([n:8]1[CH2:9][c:10]1[cH:11][cH:12][c:13](-[c:16]3[c:17](-[c:22]4[n:23][n:24][n:25][nH:26]4)[cH:18][cH:19][cH:20][cH:21]3)[cH:14][cH:15]1)[c:27]([C:31](=[O:32])[O:33][CH2:34][CH3:35])[cH:28][cH:29][cH:30]2.[CH3:38][OH:39].[Na+:37].[OH-:36]>>[CH2:1]([CH3:2])[S:3][c:4]1[n:5][c:6]2[c:7]([n:8]1[CH2:9][c:10]1[cH:11][cH:12][c:13](-[c:16]3[c:17](-[c:22]4[n:23][n:24][n:25][nH:26]4)[cH:18][cH:19][cH:20][cH:21]3)[cH:14][cH:15]1)[c:27]([C:31](=[O:32])[OH:33])[cH:28][cH:29][cH:30]2. Solvent: C(Cl)Cl (CH2Cl2). RXN SMILES: C(OC([NH:8][CH:9]([C:28](=[O:32])[N:29]([CH3:31])[CH3:30])[C:10]1[CH:27]=[CH:26][C:13]([O:14][C:15]2[CH:20]=[CH:19][C:18]([CH2:21][CH2:22][C:23]([OH:25])=[O:24])=[CH:17][CH:16]=2)=[CH:12][CH:11]=1)=O)(C)(C)C>C(Cl)Cl>[NH2:8][CH:9]([C:28](=[O:32])[N:29]([CH3:30])[CH3:31])[C:10]1[CH:27]=[CH:26][C:13]([O:14][C:15]2[CH:16]=[CH:17][C:18]([CH2:21][CH2:22][C:23]([OH:25])=[O:24])=[CH:19][CH:20]=2)=[CH:12][CH:11]=1. Procedure details: The acid compound 33 (0.3 g) was dissolved in CH2Cl2 (20 mL) and cooled to 0-5° C. Hydrogen chloride gas was bubbled through this solution for 20 min. The bubbling was discontinued and the reaction mixture was stirred at room temp for 1 h. The excess HCl was degassed and the CH2Cl2 was removed. The residual solid was triturated with EtOAc (2×25 mL), decanted, and dried to yield the desired compound 37 as a white amorphous solid (0.15 g, 59%). 1H NMR (400 MHz, DMSO-d6): 12.2 (br, 1H), 7.47 (d, J=... Yield: 64.6%. Starting materials: C(C)(C)(C)OC(=O)NC(C1=CC=C(OC2=CC=C(C=C2)CCC(=O)O)C=C1)C(N(C)C)=O (3-{4-[4-(tert-butoxycarbonylaminodimethylcarbamoylmethyl)-phenoxy]-phenyl}-propionic acid). The product is NC(C1=CC=C(OC2=CC=C(C=C2)CCC(=O)O)C=C1)C(N(C)C)=O (3-{4-[4-(aminodimethylcarbamoylmethyl)-phenoxy]-phenyl}-propionic acid). Run at temperature 2.5 celsius, time 1 hour. The reactants are ClCC1=NC(=NO1)CSC (5-(chloromethyl)-3-[(methylsulfanyl)methyl]-1,2,4-oxadiazole), C([O-])([O-])=O.[K+].[K+] (potassium carbonate), O=C1N(C(C2=C(N1)C=C(S2)C2=CC=CC=C2)=O)C2CCN(CC2)C(=O)OC(C)(C)C (tert-butyl 4-(2,4-dioxo-6-phenyl-1,4-dihydrothieno[3,2-d]pyrimidin-3(2H)-yl)piperidine-1-carboxylate). The solvent is CN(C)C=O (DMF). Reaction conditions: temperature 100 celsius, time 1 hour. Product: CSCC1=NOC(=N1)CN1C(N(C(C2=C1C=C(S2)C2=CC=CC=C2)=O)C2CCN(CC2)C(=O)OC(C)(C)C)=O (tert-butyl 4-[1-({3-[(methylsulfanyl)methyl]-1,2,4-oxadiazol-5-yl}methyl)-2,4-dioxo-6-phenyl-1,4-dihydrothieno[3,2-d]pyrimidin-3(2H)-yl]piperidine-1-carboxylate). Reaction SMILES: [O:1]=[C:2]1[NH:7][C:6]2[CH:8]=[C:9]([C:11]3[CH:16]=[CH:15][CH:14]=[CH:13][CH:12]=3)[S:10][C:5]=2[C:4](=[O:17])[N:3]1[CH:18]1[CH2:23][CH2:22][N:21]([C:24]([O:26][C:27]([CH3:30])([CH3:29])[CH3:28])=[O:25])[CH2:20][CH2:19]1.Cl[CH2:32][C:33]1[O:37][N:36]=[C:35]([CH2:38][S:39][CH3:40])[N:34]=1.C(=O)([O-])[O-].[K+].[K+]>CN(C=O)C>[CH3:40][S:39][CH2:38][C:35]1[N:34]=[C:33]([CH2:32][N:7]2[C:6]3[CH:8]=[C:9]([C:11]4[CH:16]=[CH:15][CH:14]=[CH:13][CH:12]=4)[S:10][C:5]=3[C:4](=[O:17])[N:3]([CH:18]3[CH2:23][CH2:22][N:21]([C:24]([O:26][C:27]([CH3:30])([CH3:29])[CH3:28])=[O:25])[CH2:20][CH2:19]3)[C:2]2=[O:1])[O:37][N:36]=1 |f:2.3.4|. Reported procedure: According to GP1 tert-butyl 4-(2,4-dioxo-6-phenyl-1,4-dihydrothieno[3,2-d]pyrimidin-3(2H)-yl)piperidine-1-carboxylate (1 g; compound B50) is reacted with 5-(chloromethyl)-3-[(methylsulfanyl)methyl]-1,2,4-oxadiazole (410 mg; compound D11) in the presence of potassium carbonate (320 mg) in DMF (20 ml). The reaction mixture is stirred at 100° C. for 1 h. Ice cold water is added and the mixture is extracted with DCM 4 times. The combined organic layers are dried (sodium sulfate) and concentrated in ... Reactants: NC1=C(C=NN1)C(=O)OC (methyl 5-aminopyrazole-4-carboxylate), CCOC(=O)CC(=O)C(F)(F)F (ethyl ω,ω,ω-trifluoroacetoacetate), polyphosphoric acid. Solvent: O (water). Conditions: time 16 hour. Yields the product OC1=CC(=NC=2N1N=CC2C(=O)OC)C(F)(F)F (methyl 7-hydroxy-5-(trifluoromethyl)pyrazolo-[1,5-a]pyrimidine-3-carboxylate). RXN SMILES: [NH2:1][C:2]1[NH:6][N:5]=[CH:4][C:3]=1[C:7]([O:9][CH3:10])=[O:8].CC[O:13][C:14]([CH2:16][C:17]([C:19]([F:22])([F:21])[F:20])=O)=O>O>[OH:13][C:14]1[N:6]2[N:5]=[CH:4][C:3]([C:7]([O:9][CH3:10])=[O:8])=[C:2]2[N:1]=[C:17]([C:19]([F:22])([F:21])[F:20])[CH:16]=1. Procedure details: A mixture of 11.5 g of methyl 5-aminopyrazole-4-carboxylate, 16 ml of ethyl ω,ω,ω-trifluoroacetoacetate and 150 g of polyphosphoric acid was heated to 100° while stirring for 16 hours. After cooling to 20°, cold water was added and the mixture was extracted with ethyl acetate. The organic phase was washed with 1N aqueous hydrochloric acid and aqueous saturated sodium chloride solution and then dried over Na2SO4. The solvent was evaporated in a vacuum and the residue was taken up in ether. The so...